From a dataset of the Open Reaction Database (ORD), a public repository of structured organic reaction records. describe an organic reaction: reactants, conditions, products, and yield Reactants: [Si](C)(C)(C(C)(C)C)O[C@H]1C[C@@H](CC2=CC=C3[C@@H]4CC=C(C(C)(C)O\C=C/CC(C)(C)O[Si](CC)(CC)CC)[C@]4(CC[C@@H]3[C@@]12C)C)O[Si](C)(C)C(C)(C)C (1α,3β-Bis(tert-butyldimethylsilyloxy)-20-{4-triethylsilyloxy-4-methyl-(2Z)-pentenyloxy}-20-methylpregna-5,7,16-triene), O1CCCC1.[F-].C(CCC)[N+](CCCC)(CCCC)CCCC (tetra-n-butylammonium fluoride tetrahydrofuran). The product is O[C@H]1C[C@@H](CC2=CC=C3[C@@H]4CC=C(C(C)(C)O\C=C/CC(C)(C)O)[C@]4(CC[C@@H]3[C@@]12C)C)O (1α,3β-dihydroxy-20-{4-hydroxy-4-methyl-(2Z)-pentenyloxy}-20-methylpregna-5,7,16-triene). Yield: 80.0%. As a reaction SMILES: [Si]([O:8][C@@H:9]1[C@@:43]2([CH3:44])[C:13](=[CH:14][CH:15]=[C:16]3[C@@H:42]2[CH2:41][CH2:40][C@@:39]2([CH3:45])[C@H:17]3[CH2:18][CH:19]=[C:20]2[C:21]([O:24]/[CH:25]=[CH:26]\[CH2:27][C:28]([O:31][Si](CC)(CC)CC)([CH3:30])[CH3:29])([CH3:23])[CH3:22])[CH2:12][C@@H:11]([O:46][Si](C(C)(C)C)(C)C)[CH2:10]1)(C(C)(C)C)(C)C.O1CCCC1.[F-].C([N+](CCCC)(CCCC)CCCC)CCC>>[OH:8][C@@H:9]1[C@@:43]2([CH3:44])[C:13](=[CH:14][CH:15]=[C:16]3[C@@H:42]2[CH2:41][CH2:40][C@@:39]2([CH3:45])[C@H:17]3[CH2:18][CH:19]=[C:20]2[C:21]([O:24]/[CH:25]=[CH:26]\[CH2:27][C:28]([OH:31])([CH3:30])[CH3:29])([CH3:23])[CH3:22])[CH2:12][C@@H:11]([OH:46])[CH2:10]1 |f:1.2.3|. Reported procedure: 1α,3β-Bis(tert-butyldimethylsilyloxy)-20-{4-triethylsilyloxy-4-methyl-(2Z)-pentenyloxy}-20-methylpregna-5,7,16-triene (140 mg, 0.178 mmol) and a 1M tetra-n-butylammonium fluoride tetrahydrofuran solution (5 ml) were subjected to reaction using a procedure similar to that of Example 5(2) (4 hours), worked up and purified by column chromatography (ethyl acetate) to give the titled compound (63 mg, 80%) as a colorless foam. Reactants: CCOC(=O)c1ccc(-n2cc(C#N)c3cc(OS(=O)(=O)C(F)(F)F)c(Cl)cc32)cc1, CB1OB(C)OB(C)O1, [K+], [K+], [K+], C1COCCO1, O=P([O-])([O-])[O-], [Pd], c1ccc(P(c2ccccc2)c2ccccc2)cc1, c1ccc(P(c2ccccc2)c2ccccc2)cc1, c1ccc(P(c2ccccc2)c2ccccc2)cc1, c1ccc(P(c2ccccc2)c2ccccc2)cc1. The product is CCOC(=O)c1ccc(-n2cc(C#N)c3cc(C)c(Cl)cc32)cc1. RXN SMILES: [CH2:1]([CH3:2])[O:3][C:4]([c:5]1[cH:6][cH:7][c:8](-[n:11]2[cH:12][c:13]([C:29]#[N:30])[c:14]3[cH:15][c:16]([O:21][S:22]([C:23]([F:24])([F:25])[F:26])(=[O:27])=[O:28])[c:17]([Cl:20])[cH:18][c:19]23)[cH:9][cH:10]1)=[O:31].[CH3:32][B:33]1[O:34][B:35]([CH3:36])[O:37][B:38]([CH3:39])[O:40]1.[K+:46].[K+:47].[K+:48].[O:49]1[CH2:50][CH2:51][O:52][CH2:53][CH2:54]1.[P:41]([O-:42])([O-:43])([O-:44])=[O:45].[Pd:55].[c:113]1([P:114]([c:115]2[cH:116][cH:117][cH:118][cH:119][cH:120]2)[c:121]2[cH:122][cH:123][cH:124][cH:125][cH:126]2)[cH:127][cH:128][cH:129][cH:130][cH:131]1.[c:56]1([P:57]([c:58]2[cH:59][cH:60][cH:61][cH:62][cH:63]2)[c:64]2[cH:65][cH:66][cH:67][cH:68][cH:69]2)[cH:70][cH:71][cH:72][cH:73][cH:74]1.[c:75]1([P:76]([c:77]2[cH:78][cH:79][cH:80][cH:81][cH:82]2)[c:83]2[cH:84][cH:85][cH:86][cH:87][cH:88]2)[cH:89][cH:90][cH:91][cH:92][cH:93]1.[c:94]1([P:95]([c:96]2[cH:97][cH:98][cH:99][cH:100][cH:101]2)[c:102]2[cH:103][cH:104][cH:105][cH:106][cH:107]2)[cH:108][cH:109][cH:110][cH:111][cH:112]1>>[CH2:1]([CH3:2])[O:3][C:4]([c:5]1[cH:6][cH:7][c:8](-[n:11]2[cH:12][c:13]([C:29]#[N:30])[c:14]3[cH:15][c:16]([CH3:32])[c:17]([Cl:20])[cH:18][c:19]23)[cH:9][cH:10]1)=[O:31]. The reactants are [OH-].[K+] (Potassium hydroxide), O (water), BrC1=CC=2C(=NC=C(N2)CCC2=CC(=CC(=C2)OC)OC)N1S(=O)(=O)C1=CC=CC=C1 (6-bromo-2-[2-(3,5-dimethoxyphenyl)ethyl]-5-(phenylsulfonyl)-5H-pyrrolo[2,3-b]pyrazine). The solvent is C1CCOC1 (THF). Run at temperature 70 celsius, time 3 hour. Product: BrC1=CC=2C(=NC=C(N2)CCC2=CC(=CC(=C2)OC)OC)N1 (6-Bromo-2-[2-(3,5-dimethoxyphenyl)ethyl]-5H-pyrrolo[2,3-b]pyrazine). Yield: 94.3%. Reaction SMILES: [OH-].[K+].O.[Br:4][C:5]1[N:25](S(C2C=CC=CC=2)(=O)=O)[C:8]2=[N:9][CH:10]=[C:11]([CH2:13][CH2:14][C:15]3[CH:20]=[C:19]([O:21][CH3:22])[CH:18]=[C:17]([O:23][CH3:24])[CH:16]=3)[N:12]=[C:7]2[CH:6]=1>C1COCC1>[Br:4][C:5]1[NH:25][C:8]2=[N:9][CH:10]=[C:11]([CH2:13][CH2:14][C:15]3[CH:16]=[C:17]([O:23][CH3:24])[CH:18]=[C:19]([O:21][CH3:22])[CH:20]=3)[N:12]=[C:7]2[CH:6]=1 |f:0.1|. Procedure details: 6.0 M Potassium hydroxide in water (0.50 mL, 3.0 mmol) was added to a solution of 6-bromo-2-[2-(3,5-dimethoxyphenyl)ethyl]-5-(phenylsulfonyl)-5H-pyrrolo[2,3-b]pyrazine (0.5 g, 0.9952 mmol) (from Example 1, Step 4) in THF (10 mL) and then the mixture was stirred at 70° C. for 3 hours. Most of the solvent was removed and the residue was treated with saturated ammonium chloride. The formed precipitate was filtered, washed with water, and dried to provide the desired product (0.34 g, 94%). LCMS calc... The reactants are S1(CC(CCC1)=O)(=O)=O (tetrahydrothiopyran-3-one-1,1-dioxide), BrC=1C=C(C=O)C=CC1F (3-bromo-4-fluorobenzaldehyde), NC1=NNC=C1 (3-aminopyrazole). Run in C(C)O (ethanol). Yields the product BrC=1C=C(C=CC1F)C1C2=C(NC=3N1N=CC3)CCCS2(=O)=O (9-(3-Bromo-4-fluorophenyl)-5,6,7,9-tetrahydro-4H-pyrazolo[1,5-a]thiopyrano[3,2-d]pyrimidine 8,8-dioxide). RXN SMILES: [S:1]1(=[O:9])(=[O:8])[CH2:6][CH2:5][CH2:4][C:3](=O)[CH2:2]1.[Br:10][C:11]1[CH:12]=[C:13]([CH:16]=[CH:17][C:18]=1[F:19])[CH:14]=O.[NH2:20][C:21]1[CH:25]=[CH:24][NH:23][N:22]=1>C(O)C>[Br:10][C:11]1[CH:12]=[C:13]([CH:14]2[N:22]3[N:23]=[CH:24][CH:25]=[C:21]3[NH:20][C:3]3[CH2:4][CH2:5][CH2:6][S:1](=[O:9])(=[O:8])[C:2]2=3)[CH:16]=[CH:17][C:18]=1[F:19]. Procedure details: A solution of tetrahydrothiopyran-3-one-1,1-dioxide (0.74 g, 5 mmol), 3-bromo-4-fluorobenzaldehyde (1.01 g, 5 mmol), and 3-aminopyrazole (0.41 g, 5 mmol) in ethanol (5 mL) was heated at reflux for 24 hours. After the reaction mixture was allowed to cool to ambient temperature, the solid that precipitated was filtered off, washed with ethanol, and dried to provide the title compound. Reaction SMILES: [CH2:1]([C:3]1[O:4][C:5]([C:10]2[CH:15]=[CH:14][C:13]([C:16]([F:19])([F:18])[F:17])=[CH:12][CH:11]=2)=[CH:6][C:7]=1[CH:8]=[O:9])[CH3:2].[C:20]1([Mg]Br)[CH:25]=[CH:24][CH:23]=[CH:22][CH:21]=1.O1CCCC1>>[CH2:1]([C:3]1[O:4][C:5]([C:10]2[CH:15]=[CH:14][C:13]([C:16]([F:19])([F:17])[F:18])=[CH:12][CH:11]=2)=[CH:6][C:7]=1[CH:8]([C:20]1[CH:25]=[CH:24][CH:23]=[CH:22][CH:21]=1)[OH:9])[CH3:2] |f:1.2|. The product is C(C)C=1OC(=CC1C(O)C1=CC=CC=C1)C1=CC=C(C=C1)C(F)(F)F ({2-ethyl-5-[4-(trifluoromethyl)phenyl]-3-furyl}(phenyl)methanol). Procedure details: An operation similar to that in Example 3 (2) was performed using 2-ethyl-5-[4-(trifluoromethyl)phenyl]-3-furaldehyde (1.0 g) and 1N phenylmagnesium bromide-tetrahydrofuran solution (8.0 mL) to give the title compound (1.2 g, 87%) as a yellow crystal. Isolated yield 87.0%. The reactants are Example 3 ( 2 ), C(C)C=1OC(=CC1C=O)C1=CC=C(C=C1)C(F)(F)F (2-ethyl-5-[4-(trifluoromethyl)phenyl]-3-furaldehyde), C1(=CC=CC=C1)[Mg]Br.O1CCCC1 (phenylmagnesium bromide tetrahydrofuran). The reactants are ClC1=CC=C(C=C1)C(CC(=O)OC)C1=CC=C(C=C1)Cl (Methyl 3,3-Bis(4-chlorophenyl)propionate), O.[OH-].[Li+] (lithium hydroxide monohydrate). Run in CO.C1CCOC1.O (MeOH THF water). Reaction conditions: time 8 hour. The product is ClC1=CC=C(C=C1)C(CC(=O)O)C1=CC=C(C=C1)Cl (3,3-Bis(4-chlorophenyl)propionic Acid). Reaction SMILES: [Cl:1][C:2]1[CH:7]=[CH:6][C:5]([CH:8]([C:14]2[CH:19]=[CH:18][C:17]([Cl:20])=[CH:16][CH:15]=2)[CH2:9][C:10]([O:12]C)=[O:11])=[CH:4][CH:3]=1.O.[OH-].[Li+]>CO.C1COCC1.O>[Cl:1][C:2]1[CH:3]=[CH:4][C:5]([CH:8]([C:14]2[CH:15]=[CH:16][C:17]([Cl:20])=[CH:18][CH:19]=2)[CH2:9][C:10]([OH:12])=[O:11])=[CH:6][CH:7]=1 |f:1.2.3,4.5.6|. Reported procedure: A mixture of methyl 3,3-bis(4-chlorophenyl)propionate (Step B, 0.78 g, 3.9 mmol), lithium hydroxide monohydrate (0.33 g, 7.8 mmol) in 1:1:1 MeOH/THF/water (15 mL) was stirred at room temperature overnight. The resulting mixture was partitioned between 2 M aqueous hydrochloric acid (50 mL) and ether (50 mL). The organic layer was separated and the aqueous layer extracted with EtOAc (2×50 mL). The combined extracts were dried over anhydrous MgSO4, filtered, and concentrated to dryness to give the ... Starting materials: O=C([O-])[O-], Cc1nc(N=C(c2ccccc2)c2ccccc2)sc1Br, CC(=O)c1ccc(B(O)O)cc1, [Cs+], [Cs+], C1COCCO1, O. Product: CC(=O)c1ccc(-c2sc(N=C(c3ccccc3)c3ccccc3)nc2C)cc1. Reaction SMILES: [C:13](=[O:14])([O-:15])[O-:16].[C:19]([c:20]1[cH:21][cH:22][cH:23][cH:24][cH:25]1)([c:26]1[cH:27][cH:28][cH:29][cH:30][cH:31]1)=[N:32][c:33]1[s:34][c:35]([Br:39])[c:36]([CH3:38])[n:37]1.[C:1]([CH3:2])(=[O:3])[c:4]1[cH:5][cH:6][c:7]([B:10]([OH:11])[OH:12])[cH:8][cH:9]1.[Cs+:17].[Cs+:18].[O:41]1[CH2:42][CH2:43][O:44][CH2:45][CH2:46]1.[OH2:40]>>[C:1]([CH3:2])(=[O:3])[c:4]1[cH:5][cH:6][c:7](-[c:35]2[s:34][c:33]([N:32]=[C:19]([c:20]3[cH:21][cH:22][cH:23][cH:24][cH:25]3)[c:26]3[cH:27][cH:28][cH:29][cH:30][cH:31]3)[n:37][c:36]2[CH3:38])[cH:8][cH:9]1.